This data is from the Open Reaction Database (ORD), a public repository of structured organic reaction records. The task is: describe an organic reaction: reactants, conditions, products, and yield The reactants are B(OC)(OC)OC (B(OMe)3), BrC1=CC(=C(C=C1)OCOC)OC (4-bromo-2-methoxy-1-(methoxymethoxy)benzene), [Li]CCCC (n-BuLi), C(C)(=O)OCC (ethyl acetate). Run in C1CCOC1 (THF), CCCCCC (hexane), C1CCOC1 (THF). Reaction conditions: temperature -78 celsius, time 40 minute. The product is COC=1C=C(C=CC1OCOC)B(O)O (3-methoxy-4-(methoxymethoxy)benzene-boronic acid). Isolated yield 76.6%. RXN SMILES: Br[C:2]1[CH:7]=[CH:6][C:5]([O:8][CH2:9][O:10][CH3:11])=[C:4]([O:12][CH3:13])[CH:3]=1.[Li]CCCC.[B:19](OC)([O:22]C)[O:20]C.C(OCC)(=O)C>C1COCC1.CCCCCC>[CH3:13][O:12][C:4]1[CH:3]=[C:2]([B:19]([OH:22])[OH:20])[CH:7]=[CH:6][C:5]=1[O:8][CH2:9][O:10][CH3:11]. Reported procedure: 3-Methoxy-4-(methoxymethoxy)benzeneboronic acid was prepared as follows: In a 100 mL flask a mixture of 50% KOH in water (20 g KOH, 7 equiv, 20 g ice) was prepared under argon. To this rapidly stirring mixture at 0° C. (maintained with an ice bath) was added dichloromethane (50 mL) followed by 4-bromo-2-methoxyphenol (10.1 g, 50 mmol, 1.00 equiv), methoxymethylchloride (MOMCl) (4.00 mL, 42.5 mmol, 1.05 equiv) and tetrabutylammonium bromide (322 mg, 1 mmol, 0.02 equiv). The bath was removed and t... Starting materials: C(C1=CC=CC=C1)OC=1C=CC=2C=3N(C(=NC2C1OC)N)CCN3 (8-(Benzyloxy)-7-methoxy-2,3-dihydroimidazo[1,2-c]quinazolin-5-amine), C(C1=CC=CC=C1)OC=1C=CC=2C=3N(C(=NC2C1OC)N)CCN3 (8-(Benzyloxy)-7-methoxy-2,3-dihydroimidazo[1,2-c]quinazolin-5-amine), ClCCCS(=O)(=O)N1CCOCC1 (4-[(3-chloropropyl)sulfonyl]morpholine), ClCCCS(=O)(=O)N1CCOCC1 (4-[(3-chloropropyl)sulfonyl]morpholine). Yields the product COC1=C(C=CC=2C=3N(C(=NC12)N)CCN3)OCCCS(=O)(=O)N3CCOCC3 (7-methoxy-8-[3-(morpholin-4-ylsulfonyl)propoxy]-2,3-dihydroimidazo[1,2-c]quinazolin-5-amine). RXN SMILES: [CH2:1]([O:8][C:9]1[CH:10]=[CH:11][C:12]2[C:13]3[N:14]([CH2:22][CH2:23][N:24]=3)[C:15]([NH2:21])=[N:16][C:17]=2[C:18]=1[O:19][CH3:20])[C:2]1[CH:7]=CC=CC=1.ClCCC[S:29]([N:32]1[CH2:37][CH2:36][O:35][CH2:34][CH2:33]1)(=[O:31])=[O:30]>>[CH3:20][O:19][C:18]1[C:17]2[N:16]=[C:15]([NH2:21])[N:14]3[CH2:22][CH2:23][N:24]=[C:13]3[C:12]=2[CH:11]=[CH:10][C:9]=1[O:8][CH2:1][CH2:2][CH2:7][S:29]([N:32]1[CH2:37][CH2:36][O:35][CH2:34][CH2:33]1)(=[O:31])=[O:30]. Procedure: The procedure used for the preparation of Example 1 was used to prepare the title compound from 5-amino-7-methoxy-2,3-dihydroimidazo[1,2-c]quinazolin-8-ol bistrifluoroacetate salt (Intermediate A) and 4-[(3-chloropropyl)sulfonyl]morpholine (Intermediate E). High vacuum drying gave the title compound (100%): 1H NMR (DMSO-d6+2 drops TFA-d) δ: 2.17-2.22 (2H, m), 3.14-3.17 (4H, m), 3.22-3.27 (2H, m), 3.61-64 (4H, m), 3.83 (3H, s), 4.16-4.20 (2H, m), 4.28-4.35 (4H, m), 7.30 (1H, d), 7.89 (1H, d).